This data is from the Open Reaction Database (ORD), a public repository of structured organic reaction records. The task is: describe an organic reaction: reactants, conditions, products, and yield Reactants: ClC1=C(C=C(C=C1)CC(C)=O)S(=O)(=O)Cl (2-Chloro-5-(2-oxopropyl)-benzenesulphonyl chloride), C(O)CN (ethanolamine), ClC1=C(C=C(C=C1)CC(C)=O)S(=O)(=O)N (2-Chloro-5-(2-oxo-propyl)-benzenesulfonamide), N (ammonia). Product: ClC1=C(C=C(C=C1)CC(C)=O)S(=O)(=O)NCCO (2-Chloro-N-(2-hydroxy-ethyl)-5-(2-oxo-propyl)-benzenesulfonamide). Reaction SMILES: [Cl:1][C:2]1[CH:7]=[CH:6][C:5]([CH2:8][C:9](=[O:11])[CH3:10])=[CH:4][C:3]=1[S:12](Cl)(=[O:14])=[O:13].ClC1C=CC(CC(=O)C)=CC=1S(N)(=O)=O.N.[CH2:32]([CH2:34][NH2:35])[OH:33]>>[Cl:1][C:2]1[CH:7]=[CH:6][C:5]([CH2:8][C:9](=[O:11])[CH3:10])=[CH:4][C:3]=1[S:12]([NH:35][CH2:34][CH2:32][OH:33])(=[O:14])=[O:13]. Procedure: This material is prepared from 2-chloro-5-(2-oxopropyl)-benzenesulphonyl chloride (32a) following the same procedure described for the preparation of 2-chloro-5-(2-oxo-propyl)-benzenesulfonamide (33a), replacing ammonia in this procedure with ethanolamine. The reactants are CI, CN(C)C=O, [H-], [Na+], O=Cc1cc2ccccc2[nH]c1=O, O. The product is Cn1c(=O)c(C=O)cc2ccccc21. RXN SMILES: [CH3:16][I:17].[CH3:19][N:20]([CH3:21])[CH:22]=[O:23].[H-:1].[Na+:2].[O:3]=[c:4]1[nH:5][c:6]2[cH:7][cH:8][cH:9][cH:10][c:11]2[cH:12][c:13]1[CH:14]=[O:15].[OH2:18]>>[O:3]=[c:4]1[n:5]([CH3:16])[c:6]2[cH:7][cH:8][cH:9][cH:10][c:11]2[cH:12][c:13]1[CH:14]=[O:15]. Starting materials: OC1C(CCCCCCCCC=CCCCCCCCC1)=O (2-Hydroxy-11-cycloeicosenone), OC1C(CCCCCCCCCCC=CCCCCCCCCCC1)=O (2-hydroxy-13-cyclotetracosenone). Product: OC1C(CCCCCCCCCCCCCCCCCCCCCC1)=O (2-hydroxycyclotetracosanone). Isolated yield 99.4%. As a reaction SMILES: OC1CCCCCCCCC=CCCCCCCCCC1=O.[OH:23][CH:24]1[CH2:47][CH2:46][CH2:45][CH2:44][CH2:43][CH2:42][CH2:41][CH2:40][CH2:39][CH2:38][CH:37]=[CH:36][CH2:35][CH2:34][CH2:33][CH2:32][CH2:31][CH2:30][CH2:29][CH2:28][CH2:27][CH2:26][C:25]1=[O:48]>>[OH:48][CH:25]1[CH2:26][CH2:27][CH2:28][CH2:29][CH2:30][CH2:31][CH2:32][CH2:33][CH2:34][CH2:35][CH2:36][CH2:37][CH2:38][CH2:39][CH2:40][CH2:41][CH2:42][CH2:43][CH2:44][CH2:45][CH2:46][CH2:47][C:24]1=[O:23]. Reported procedure: 2-Hydroxy-11-cycloeicosenone of Synthesis Example 7 was replaced by 2-hydroxy-13-cyclotetracosenone (0.70 g, 1.92 mmol). The latter was subjected to a hydrogenation reaction and subsequent treatment under the same conditions as in Synthesis Example 7, to give 0.70 g of 2-hydroxycyclotetracosanone (quantitative yield). Reactants: Cn1nc(C(F)(F)F)cc1Oc1cc(C#N)cc(Oc2cc(C(F)(F)F)nn2C)n1, CCOC(C)=O, CCCCC, OCc1ccc(F)cc1F, [H-], [Na+], O=S1(=O)CCCC1. Yields the product Cn1nc(C(F)(F)F)cc1Oc1cc(C#N)cc(OCc2ccc(F)cc2F)n1. Reaction SMILES: [C:13](#[N:14])[c:15]1[cH:16][c:17]([O:32][c:33]2[n:34]([CH3:35])[n:36][c:37]([C:38]([F:39])([F:40])[F:41])[cH:42]2)[n:18][c:19]([O:21][c:22]2[cH:23][c:24]([C:28]([F:29])([F:30])[F:31])[n:25][n:26]2[CH3:27])[cH:20]1.[C:50]([O:51][CH2:52][CH3:53])(=[O:54])[CH3:55].[CH3:56][CH2:57][CH2:58][CH2:59][CH3:60].[F:3][c:4]1[c:5]([CH2:6][OH:7])[cH:8][cH:9][c:10]([F:12])[cH:11]1.[H-:1].[Na+:2].[S:43]1(=[O:48])(=[O:49])[CH2:44][CH2:45][CH2:46][CH2:47]1>>[F:3][c:4]1[c:5]([CH2:6][O:7][c:17]2[cH:16][c:15]([C:13]#[N:14])[cH:20][c:19]([O:21][c:22]3[cH:23][c:24]([C:28]([F:29])([F:30])[F:31])[n:25][n:26]3[CH3:27])[n:18]2)[cH:8][cH:9][c:10]([F:12])[cH:11]1. The reactants are NC=1C=C(OC=2C=CC=3N(N2)C=C(N3)NC(=O)C3CC3)C=CC1C (N-[6-(3-amino-4-methylphenoxy)imidazo[1,2-b]pyridazin-2-yl]cyclopropanecarboxamide), C(C)N=C=O (ethyl isocyanate). The solvent is N1=CC=CC=C1 (pyridine). Conditions: time 16 hour. Yields the product C(C)NC(=O)NC=1C=C(OC=2C=CC=3N(N2)C=C(N3)NC(=O)C3CC3)C=CC1C (N-[6-(3-{[(ethylamino)carbonyl]amino}-4-methylphenoxy)imidazo[1,2-b]pyridazin-2-yl]cyclopropanecarboxamide). Isolated yield 58.1%. As a reaction SMILES: [NH2:1][C:2]1[CH:3]=[C:4]([CH:21]=[CH:22][C:23]=1[CH3:24])[O:5][C:6]1[CH:7]=[CH:8][C:9]2[N:10]([CH:12]=[C:13]([NH:15][C:16]([CH:18]3[CH2:20][CH2:19]3)=[O:17])[N:14]=2)[N:11]=1.[CH2:25]([N:27]=[C:28]=[O:29])[CH3:26]>N1C=CC=CC=1>[CH2:25]([NH:27][C:28]([NH:1][C:2]1[CH:3]=[C:4]([CH:21]=[CH:22][C:23]=1[CH3:24])[O:5][C:6]1[CH:7]=[CH:8][C:9]2[N:10]([CH:12]=[C:13]([NH:15][C:16]([CH:18]3[CH2:20][CH2:19]3)=[O:17])[N:14]=2)[N:11]=1)=[O:29])[CH3:26]. Reported procedure: To a solution of N-[6-(3-amino-4-methylphenoxy)imidazo[1,2-b]pyridazin-2-yl]cyclopropanecarboxamide (200 mg, 0.62 mmol) in pyridine (4.0 mL) was added ethyl isocyanate (490 μL, 6.19 mmol), and the mixture was stirred at room temperature for 16 hr. The solvent was evaporated under reduced pressure and water was added to the residue. The mixture was extracted with ethyl acetate/tetrahydrofuran, washed with saturated brine, dried over anhydrous sodium sulfate, and filtrated. The solvent was evapora... Reactants: solution, Cl (HCl), CC(C)(C)S(=O)N[C@@H](CCC1=CC=CC=C1)C1=CC=C(C=C1)C(F)(F)F (2-methyl-N-{(1S)-3-phenyl-1-[4-(trifluoromethyl)phenyl]propyl}propane-2-sulfinamide). The solvent is O1CCOCC1 (dioxane), CO (methanol). Reaction conditions: time 1 hour. Yields the product Cl.C1(=CC=CC=C1)CC[C@@H](C1=CC=C(C=C1)C(F)(F)F)N ((1S)-3-Phenyl-1-[4-(trifluoromethyl)phenyl]propyl amine hydrochloride salt). Reaction SMILES: CC(S([NH:7][C@H:8]([C:17]1[CH:22]=[CH:21][C:20]([C:23]([F:26])([F:25])[F:24])=[CH:19][CH:18]=1)[CH2:9][CH2:10][C:11]1[CH:16]=[CH:15][CH:14]=[CH:13][CH:12]=1)=O)(C)C.[ClH:27]>CO.O1CCOCC1>[ClH:27].[C:11]1([CH2:10][CH2:9][C@H:8]([NH2:7])[C:17]2[CH:22]=[CH:21][C:20]([C:23]([F:25])([F:26])[F:24])=[CH:19][CH:18]=2)[CH:16]=[CH:15][CH:14]=[CH:13][CH:12]=1 |f:4.5|. Procedure: 2-methyl-N-{(1S)-3-phenyl-1-[4-(trifluoromethyl)phenyl]propyl}propane-2-sulfinamide (JACS, 2005, 127, 1092-3) (8.3 g, 21.7 mmol) was dissolved in methanol (50 mL) and a 4M solution of HCl in dioxane (10.8 mL) was added. The solution was stirred at RT for 1 h then concentrated. The residue was triturated with isohexane to give a colourless solid which was collected by filtration. 1H NMR (400 MHz), δ (ppm) (DMSO-D6): 8.7 (3H, s), 7.85 (2H, d, J 8.3 Hz), 7.77 ((2H, d, J 8.3 Hz), 7.29-7.26 (2H, m), ... The reactants are BrC1=CC=CC(=N1)CC=1N=NN(N1)CCO (2-{5-[(6-bromopyridin-2-yl)methyl]-2H-tetrazol-2-yl}ethanol), NC=1SC(=CC1C(=O)N)C1=C(C=C(C=C1F)C(C)(C)O)F (2-amino-5-[2,6-difluoro-4-(1-hydroxy-1-methylethyl)phenyl]thiophene-3-carboxamide). Yields the product FC1=C(C(=CC(=C1)C(C)(C)O)F)C1=CC(=C(S1)NC1=NC(=CC=C1)CC=1N=NN(N1)CCO)C(=O)N (5-[2,6-Difluoro-4-(1-hydroxy-1-methylethyl)phenyl]-2-[(6-{[2-(2-hydroxyethyl)-2H-tetrazol-5-yl]methyl}pyridin-2-yl)amino]thiophene-3-carboxamide). RXN SMILES: Br[C:2]1[N:7]=[C:6]([CH2:8][C:9]2[N:10]=[N:11][N:12]([CH2:14][CH2:15][OH:16])[N:13]=2)[CH:5]=[CH:4][CH:3]=1.[NH2:17][C:18]1[S:19][C:20]([C:26]2[C:31]([F:32])=[CH:30][C:29]([C:33]([OH:36])([CH3:35])[CH3:34])=[CH:28][C:27]=2[F:37])=[CH:21][C:22]=1[C:23]([NH2:25])=[O:24]>>[F:37][C:27]1[CH:28]=[C:29]([C:33]([OH:36])([CH3:35])[CH3:34])[CH:30]=[C:31]([F:32])[C:26]=1[C:20]1[S:19][C:18]([NH:17][C:2]2[CH:3]=[CH:4][CH:5]=[C:6]([CH2:8][C:9]3[N:10]=[N:11][N:12]([CH2:14][CH2:15][OH:16])[N:13]=3)[N:7]=2)=[C:22]([C:23]([NH2:25])=[O:24])[CH:21]=1. Procedure details: The title compound was synthesized from 2-{5-[(6-bromopyridin-2-yl)methyl]-2H-tetrazol-2-yl}ethanol (114 mg, 0.40 mmol) and 2-amino-5-[2,6-difluoro-4-(1-hydroxy-1-methylethyl)phenyl]thiophene-3-carboxamide (125 mg, 0.40 mmol) according to the general procedure in Example 1. Reactants: COC(=O)Cl, CC(=O)N(Cc1cc(C(F)(F)F)cc(C(F)(F)F)c1)C1CCCN(S(=O)(=O)c2ccc(C)cc2)c2ccccc21. Product: COC(=O)N(Cc1cc(C(F)(F)F)cc(C(F)(F)F)c1)C1CCCN(S(=O)(=O)c2ccc(C)cc2)c2ccccc21. As a reaction SMILES: [Cl:41][C:42](=[O:43])[O:44][CH3:45].[F:1][C:2]([c:3]1[cH:4][c:5]([CH2:6][N:7]([C:8](=[O:9])[CH3:10])[CH:11]2[c:12]3[c:13]([cH:28][cH:29][cH:30][cH:31]3)[N:14]([S:18](=[O:19])(=[O:20])[c:21]3[cH:22][cH:23][c:24]([CH3:27])[cH:25][cH:26]3)[CH2:15][CH2:16][CH2:17]2)[cH:32][c:33]([C:35]([F:36])([F:37])[F:38])[cH:34]1)([F:39])[F:40]>>[F:1][C:2]([c:3]1[cH:4][c:5]([CH2:6][N:7]([CH:11]2[c:12]3[c:13]([cH:28][cH:29][cH:30][cH:31]3)[N:14]([S:18](=[O:19])(=[O:20])[c:21]3[cH:22][cH:23][c:24]([CH3:27])[cH:25][cH:26]3)[CH2:15][CH2:16][CH2:17]2)[C:42](=[O:43])[O:44][CH3:45])[cH:32][c:33]([C:35]([F:36])([F:37])[F:38])[cH:34]1)([F:39])[F:40].